Dataset: the Open Reaction Database (ORD), a public repository of structured organic reaction records. Task: describe an organic reaction: reactants, conditions, products, and yield Starting materials: CCC(=O)OO (perpropionic acid), C1=C(C=CC=C1O)C (meta-cresol), C1=C(C=CC=C1O)C (meta-cresol). Yields the product CC=1C(=C(C=CC1)O)O (3-methyl-1,2-dihydroxybenzene), CC1=CC(=C(C=C1)O)O (4-methyl-1,2-dihydroxybenzene), CC=1C=C(C=CC1O)O (3-methyl-1,4-dihydroxybenzene). Reaction SMILES: [CH:1]1[C:6]([OH:7])=[CH:5][CH:4]=[CH:3][C:2]=1[CH3:8].[CH3:9][CH2:10][C:11]([O:13]O)=[O:12]>>[CH3:8][C:2]1[C:1]([OH:12])=[C:6]([OH:7])[CH:5]=[CH:4][CH:3]=1.[CH3:3][C:4]1[CH:9]=[CH:10][C:11]([OH:13])=[C:6]([OH:7])[CH:5]=1.[CH3:8][C:2]1[CH:1]=[C:6]([OH:7])[CH:5]=[CH:4][C:3]=1[OH:12]. Reported procedure: The procedure of Example 7 was repeated, except that 0.5 mol of meta-cresol was used in place of para-cresol and 0.05 mol of perpropionic acid was used in place of peracetic acid. The results showed the conversion of meta-cresol to be 3.8 percent and the yields of 3-methyl-1,2-dihydroxybenzene, 4-methyl-1,2-dihydroxybenzene and 3-methyl-1,4-dihydroxybenzene based on the consumed propionic acid to be 19.5 mol percent, 26.4 mol percent and 42.1 mol percent respectively. Reactants: CCCC[Sn](CCCC)(CCCC)C1=CC(=O)OC1, Cc1ccccc1, O=C(NCc1ccc(F)cc1)c1nc(I)c2cccnc2c1O. Product: O=C1C=C(c2nc(C(=O)NCc3ccc(F)cc3)c(O)c3ncccc23)CO1. Reaction SMILES: [CH2:24]([Sn:25]([CH2:26][CH2:27][CH2:28][CH3:35])([C:29]1=[CH:30][C:31](=[O:34])[O:32][CH2:33]1)[CH2:36][CH2:37][CH2:38][CH3:39])[CH2:40][CH2:41][CH3:42].[CH3:43][c:44]1[cH:45][cH:46][cH:47][cH:48][cH:49]1.[F:1][c:2]1[cH:3][cH:4][c:5]([CH2:6][NH:7][C:8](=[O:9])[c:10]2[n:11][c:12]([I:21])[c:13]3[cH:14][cH:15][cH:16][n:17][c:18]3[c:19]2[OH:20])[cH:22][cH:23]1>>[F:1][c:2]1[cH:3][cH:4][c:5]([CH2:6][NH:7][C:8](=[O:9])[c:10]2[n:11][c:12]([C:29]3=[CH:30][C:31](=[O:34])[O:32][CH2:33]3)[c:13]3[cH:14][cH:15][cH:16][n:17][c:18]3[c:19]2[OH:20])[cH:22][cH:23]1. Procedure details: N-(4-bromo-5-methoxy-2-methylphenyl)acetamide was dissolved in methanol (15 mL) and concentrated HCl (30 mL). The mixture was refluxed at 95° C. overnight. After cooling to room temperature, the mixture was poured into ice water, and basified to pH=12 with conc. NaOH aqueous solution. The mixture was then extracted with ethyl acetate (3×50 mL). The combined organic layer was dried over Na2SO4 and concentrated. The crude product was purified by silica chromatography (15% ethyl acetate in hexanes)... Product: BrC1=CC(=C(N)C=C1OC)C (4-bromo-5-methoxy-2-methylaniline). Run in CO (methanol). The reactants are [OH-].[Na+] (NaOH), BrC1=CC(=C(C=C1OC)NC(C)=O)C (N-(4-bromo-5-methoxy-2-methylphenyl)acetamide), ice water, Cl (HCl). Reaction SMILES: [Br:1][C:2]1[C:7]([O:8][CH3:9])=[CH:6][C:5]([NH:10]C(=O)C)=[C:4]([CH3:14])[CH:3]=1.Cl.[OH-].[Na+]>CO>[Br:1][C:2]1[C:7]([O:8][CH3:9])=[CH:6][C:5]([NH2:10])=[C:4]([CH3:14])[CH:3]=1 |f:2.3|. Reaction conditions: temperature 95 celsius. Reactants: CCc1cnc2c(O)cccc2c1, CCc1cnc(C(=O)O)c(C(=O)O)c1, O=[N+]([O-])c1ccccc1, O=[N+]([O-])O. Product: CCc1c[nH+]c(C(=O)O)c(C(=O)O)c1, O=[N+]([O-])[O-]. Reaction SMILES: [CH2:19]([c:20]1[cH:21][n:22][c:23]2[c:24]([cH:25]1)[cH:26][cH:27][cH:28][c:29]2[OH:30])[CH3:31].[CH2:1]([CH3:2])[c:3]1[cH:4][c:5]([C:12](=[O:13])[OH:14])[c:6]([C:9](=[O:10])[OH:11])[n:7][cH:8]1.[O-:32][N+:33]([c:34]1[cH:35][cH:36][cH:37][cH:38][cH:39]1)=[O:40].[OH:15][N+:16]([O-:17])=[O:18]>>[CH2:1]([CH3:2])[c:3]1[cH:4][c:5]([C:12](=[O:13])[OH:14])[c:6]([C:9](=[O:10])[OH:11])[nH+:7][cH:8]1.[O:15]=[N+:16]([O-:17])[O-:18].